This data is from the Open Reaction Database (ORD), a public repository of structured organic reaction records. The task is: describe an organic reaction: reactants, conditions, products, and yield The yield is 96.3%. RXN SMILES: [CH3:1][O:2][C:3](=[O:28])[C:4]1[CH:9]=[CH:8][C:7](/[CH:10]=[CH:11]/[C:12](=[O:26])[C:13]2[C:14]([NH:19][C:20]3[CH:25]=[CH:24][CH:23]=[CH:22][CH:21]=3)=[N:15][CH:16]=[CH:17][CH:18]=2)=[C:6]([F:27])[CH:5]=1.[H][H]>CO.C(OCC)(=O)C.[Pt](=O)=O>[CH3:1][O:2][C:3](=[O:28])[C:4]1[CH:9]=[CH:8][C:7]([CH2:10][CH2:11][C:12](=[O:26])[C:13]2[C:14]([NH:19][C:20]3[CH:25]=[CH:24][CH:23]=[CH:22][CH:21]=3)=[N:15][CH:16]=[CH:17][CH:18]=2)=[C:6]([F:27])[CH:5]=1. Yields the product COC(C1=CC(=C(C=C1)CCC(C=1C(=NC=CC1)NC1=CC=CC=C1)=O)F)=O (3-fluoro-4-[3-oxo-3-(2-phenylamino-pyridin-3-yl)-propyl]-benzoic acid methyl ester). Reported procedure: A solution of 3-fluoro-4-[(E)-3-oxo-3-(2-phenylamino-pyridin-3-yl)-propenyl]-benzoic acid methyl ester (890 mg, 2.36 mmol) in methanol (59.1 mL) and ethyl acetate (59.1 mL) at 25° C. was treated with platinum(IV) oxide (26.8 mg, 118 μmol). The reaction was stirred under a balloon of hydrogen gas for 18 h. At this time, the reaction was filtered through a pad of Celite® and was rinsed with a solution of 10% methanol/methylene chloride (3×75 mL). The filtrate was concentrated in vacuo to afford 3-... Reactants: COC(C1=CC(=C(C=C1)\C=C\C(C=1C(=NC=CC1)NC1=CC=CC=C1)=O)F)=O (3-fluoro-4-[(E)-3-oxo-3-(2-phenylamino-pyridin-3-yl)-propenyl]-benzoic acid methyl ester), [H][H] (hydrogen). The solvent is CO (methanol), C(C)(=O)OCC (ethyl acetate). The reagents and catalysts are [Pt](=O)=O (platinum(IV) oxide). Reaction conditions: temperature 80 celsius, time 1 hour. The product is BrC=1N(C2=C(C=NN(C2=O)CC2=NC3=CC=CC=C3C(=N2)C)N1)CC#CC (2-bromo-3-(but-2-ynyl)-5-(4-methyl-quinazolin-2-ylmethyl)-3,5-dihydro-imidazo[4,5-d]pyridazin-4-one). Reaction SMILES: C(=O)([O-])[O-].[Cs+].[Cs+].[Br:7][C:8]1[N:9]([CH2:18][C:19]#[C:20][CH3:21])[C:10]2[C:15](=[O:16])[NH:14][N:13]=[CH:12][C:11]=2[N:17]=1.Cl[CH2:23][C:24]1[N:33]=[C:32]([CH3:34])[C:31]2[C:26](=[CH:27][CH:28]=[CH:29][CH:30]=2)[N:25]=1>CN(C)C=O.O>[Br:7][C:8]1[N:9]([CH2:18][C:19]#[C:20][CH3:21])[C:10]2[C:15](=[O:16])[N:14]([CH2:23][C:24]3[N:33]=[C:32]([CH3:34])[C:31]4[C:26](=[CH:27][CH:28]=[CH:29][CH:30]=4)[N:25]=3)[N:13]=[CH:12][C:11]=2[N:17]=1 |f:0.1.2|. The reactants are C([O-])([O-])=O.[Cs+].[Cs+] (cesium carbonate), BrC=1N(C2=C(C=NNC2=O)N1)CC#CC (2-bromo-3-(but-2-ynyl)-3,5-dihydro-imidazo[4,5-d]pyridazin-4-one), ClCC1=NC2=CC=CC=C2C(=N1)C (2-chloromethyl-4-methyl-quinazoline). The solvent is CN(C=O)C (dimethylformamide), O (water). Procedure: 489 mg (1.5 mol) cesium carbonate were added to a solution of 300 mg (1.12 mmol) 2-bromo-3-(but-2-ynyl)-3,5-dihydro-imidazo[4,5-d]pyridazin-4-one and 344 mg (1.35 mmol) 2-chloromethyl-4-methyl-quinazoline in 4 ml of dimethylformamide and this mixture was stirred for 1 h under an argon atmosphere at 80° C. Then the mixture was diluted with 10 ml of water, the solution was cooled to approx. 10° C., the precipitate formed was suction filtered and dried and purified by column chromatography (silica ... Reactants: C(C1=CC=CC=C1)(=O)Cl (Benzoyl chloride), [S-]C#N.[NH4+] (ammonium thiocyanate), C(C)(=O)NCC1=CC=C(O1)C=1N=C(SC1)N (4-(5-Acetylaminomethylfuran-2-yl)-2-aminothiazole). Solvent: CC(=O)C (acetone). Product: C(C)(=O)NCC1=CC=C(O1)C=1N=C(SC1)NC(=S)NC(C1=CC=CC=C1)=O (4-(5-acetylaminomethylfuran-2-yl)-2-(3-benzoylthioureido)thiazole). RXN SMILES: [C:1](Cl)(=[O:8])[C:2]1[CH:7]=[CH:6][CH:5]=[CH:4][CH:3]=1.[S-:10][C:11]#[N:12].[NH4+].[C:14]([NH:17][CH2:18][C:19]1[O:23][C:22]([C:24]2[N:25]=[C:26]([NH2:29])[S:27][CH:28]=2)=[CH:21][CH:20]=1)(=[O:16])[CH3:15]>CC(C)=O>[C:14]([NH:17][CH2:18][C:19]1[O:23][C:22]([C:24]2[N:25]=[C:26]([NH:29][C:11]([NH:12][C:1](=[O:8])[C:2]3[CH:7]=[CH:6][CH:5]=[CH:4][CH:3]=3)=[S:10])[S:27][CH:28]=2)=[CH:21][CH:20]=1)(=[O:16])[CH3:15] |f:1.2|. Procedure details: Benzoyl chloride (2.67 ml) was dropped to a refluxing solution of ammonium thiocyanate (1.92 g) in acetone (50 ml) and the mixture was refluxed for 15 minutes. 4-(5-Acetylaminomethylfuran-2-yl)-2-aminothiazole (5.20 g) was added portionwise to the refluxing mixture. After the mixture was refluxed for further two hours, the solvent was evaporated in vacuo and the residue was mixed with water and ethyl acetate. The resulting precipitate was collected by filtration and washed with ethyl acetate to ... Reactants: [F-].C(CCC)[N+](CCCC)(CCCC)CCCC (Tetrabutylammonium fluoride), C(/C1=CC=CC=C1)=C/1\C=2C=C(N(C2CCC1)COCC[Si](C)(C)C)C(=O)OC ((E)-methyl 4-benzylidene-1-((2-(trimethylsilyl)ethoxy)methyl)-4,5,6,7-tetrahydro-1H-indole-2-carboxylate). Solvent: C1CCOC1 (THF). Run at temperature 80 celsius, time 48 hour. Yields the product C(/C1=CC=CC=C1)=C/1\C=2C=C(NC2CCC1)C(=O)OC ((E)-methyl 4-benzylidene-4,5,6,7-tetrahydro-1H-indole-2-carboxylate). The yield is 13.2%. As a reaction SMILES: [F-].C([N+](CCCC)(CCCC)CCCC)CCC.[CH:19](=[C:26]1/[C:27]2[CH:28]=[C:29]([C:43]([O:45][CH3:46])=[O:44])[N:30](COCC[Si](C)(C)C)[C:31]=2[CH2:32][CH2:33][CH2:34]/1)\[C:20]1[CH:25]=[CH:24][CH:23]=[CH:22][CH:21]=1>C1COCC1>[CH:19](=[C:26]1/[C:27]2[CH:28]=[C:29]([C:43]([O:45][CH3:46])=[O:44])[NH:30][C:31]=2[CH2:32][CH2:33][CH2:34]/1)\[C:20]1[CH:21]=[CH:22][CH:23]=[CH:24][CH:25]=1 |f:0.1|. Procedure: Tetrabutylammonium fluoride (TBAF) (23 mL, 1M in THF, 23 mmol) was added over 5 min to a solution of (E)-methyl 4-benzylidene-1-((2-(trimethylsilyl)ethoxy)methyl)-4,5,6,7-tetrahydro-1H-indole-2-carboxylate (900 mg, 2.26 mmol) in cooled THF (0° C.). The reaction mixture was then heated for 4 h at 80° C. After 48 h at rt, the reaction mixture was partitioned between ether and water. The organic layer was dried over MgSO4 and concentrated under reduced pressure. The crude product was purified by si...